From a dataset of the Open Reaction Database (ORD), a public repository of structured organic reaction records. describe an organic reaction: reactants, conditions, products, and yield Starting materials: CO, N, COC(=O)c1ccc2c(c1)Sc1ccccc1NC2=O. The product is N#Cc1ccc2c(c1)Sc1ccccc1NC2=O. RXN SMILES: [CH3:22][OH:23].[NH3:21].[O:1]=[C:2]1[NH:3][c:4]2[c:5]([cH:17][cH:18][cH:19][cH:20]2)[S:6][c:7]2[c:8]1[cH:9][cH:10][c:11]([C:13]([O:14][CH3:15])=[O:16])[cH:12]2>>[O:1]=[C:2]1[NH:3][c:4]2[c:5]([cH:17][cH:18][cH:19][cH:20]2)[S:6][c:7]2[c:8]1[cH:9][cH:10][c:11]([C:13]#[N:21])[cH:12]2.